The task is: describe an organic reaction: reactants, conditions, products, and yield. This data is from the Open Reaction Database (ORD), a public repository of structured organic reaction records. Reactants: ClC1=NC(=C2N=CN(C2=N1)COCC[Si](C)(C)C)C=1OC=CC1 (2-chloro-6-(2-furyl)-9-(2-trimethylsilylethoxymethyl)-9H-purine), C[O-].[Na+] (sodium methoxide). Solvent: CO (methanol). Product: O1C(=CC=C1)C1=C2N=CN(C2=NC(=N1)OC)COCC[Si](C)(C)C (6(2-Furyl)-2-methoxy-9-(2-trimethylsilylethoxymethyl)-9H-purine). Isolated yield 67.0%. Reaction SMILES: Cl[C:2]1[N:10]=[C:9]2[C:5]([N:6]=[CH:7][N:8]2[CH2:11][O:12][CH2:13][CH2:14][Si:15]([CH3:18])([CH3:17])[CH3:16])=[C:4]([C:19]2[O:20][CH:21]=[CH:22][CH:23]=2)[N:3]=1.[CH3:24][O-:25].[Na+]>CO>[O:20]1[CH:21]=[CH:22][CH:23]=[C:19]1[C:4]1[N:3]=[C:2]([O:25][CH3:24])[N:10]=[C:9]2[C:5]=1[N:6]=[CH:7][N:8]2[CH2:11][O:12][CH2:13][CH2:14][Si:15]([CH3:18])([CH3:17])[CH3:16] |f:1.2|. Reported procedure: A solution of 2-chloro-6-(2-furyl)-9-(2-trimethylsilylethoxymethyl)-9H-purine (0.35 g, 1.0 mmol) and sodium methoxide (60 mg, 1.1 mmol) in methanol (5 mL) was refluxed for 23 h, cooled, concentrated in vacuo and the resulting solid treated with water, acidified to pH 4 with acetic acid, extracted with EtOAc, dried (Na2SO4), concentrated in vacuo and purified by chromatography [SiO2; EtOAc:heptane (1:1)]to give the title compound (232 mg, 67%) as a pale yellow solid. Reactants: COC(=O)C1(CC1)C1=CC=C(C=C1)OC (1-(4-methoxy-phenyl)-cyclopropanecarboxylic acid methyl ester), C(OC)Cl (MOMCl), ice water. Reagents/catalysts: Cl[Ti](Cl)(Cl)Cl (TiCl4). Solvent: C(=S)=S (CS2). Run at temperature 30 celsius. Product: COC(=O)C1(CC1)C1=CC(=C(C=C1)OC)CCl (1-(3-chloromethyl-4-methoxy-phenyl)-cyclopropanecarboxylic acid methyl ester). Yield: 102.2%. RXN SMILES: [CH3:1][O:2][C:3]([C:5]1([C:8]2[CH:13]=[CH:12][C:11]([O:14][CH3:15])=[CH:10][CH:9]=2)[CH2:7][CH2:6]1)=[O:4].[CH2:16]([Cl:19])OC>C(=S)=S.Cl[Ti](Cl)(Cl)Cl>[CH3:1][O:2][C:3]([C:5]1([C:8]2[CH:9]=[CH:10][C:11]([O:14][CH3:15])=[C:12]([CH2:16][Cl:19])[CH:13]=2)[CH2:6][CH2:7]1)=[O:4]. Procedure details: To a solution of 1-(4-methoxy-phenyl)-cyclopropanecarboxylic acid methyl ester (30.0 g, 146 mmol) and MOMCl (29.1 g, 364 mmol) in CS2 (300 mL) was added TiCl4 (8.30 g, 43.5 mmol) at 5° C. The reaction mixture was heated at 30° C. for 1 day and poured into ice-water. The mixture was extracted with CH2Cl2 (150 mL×3). The combined organic extracts were evaporated under vacuum to give crude 1-(3-chloromethyl-4-methoxy-phenyl)-cyclopropanecarboxylic acid methyl ester (38.0 g), which was used in the n...